The task is: describe an organic reaction: reactants, conditions, products, and yield. This data is from the Open Reaction Database (ORD), a public repository of structured organic reaction records. Starting materials: CC1(C)CC1C(=O)NC(=CCCCCBr)C(=O)O, O=C([O-])[O-], CCOCC, Cl, [Na+], [Na+], [Na+], [OH-], O, Oc1cccnc1S. RXN SMILES: [Br:1][CH2:2][CH2:3][CH2:4][CH2:5][CH:6]=[C:7]([C:8](=[O:9])[OH:10])[NH:11][C:12](=[O:13])[CH:14]1[C:15]([CH3:17])([CH3:18])[CH2:16]1.[C:27](=[O:28])([O-:29])[O-:30].[CH3:36][CH2:37][O:38][CH2:39][CH3:40].[ClH:33].[Na+:31].[Na+:32].[Na+:35].[OH-:34].[OH2:41].[SH:19][c:20]1[n:21][cH:22][cH:23][cH:24][c:25]1[OH:26]>>[CH2:2]([CH2:3][CH2:4][CH2:5][CH:6]=[C:7]([C:8](=[O:9])[OH:10])[NH:11][C:12](=[O:13])[CH:14]1[C:15]([CH3:17])([CH3:18])[CH2:16]1)[S:19][c:20]1[n:21][cH:22][cH:23][cH:24][c:25]1[OH:26]. The product is CC1(C)CC1C(=O)NC(=CCCCCSc1ncccc1O)C(=O)O.